Dataset: the Open Reaction Database (ORD), a public repository of structured organic reaction records. Task: describe an organic reaction: reactants, conditions, products, and yield Run in C(C)O (ethanol). Procedure details: A stirred mixture of 1-[4-[3-[4-(6-fluoro-1,2-benzisoxazol-3-yl)-1-piperidinyl]propoxy]-3-methoxyphenyl]ethanone (4.3 g, 10 mmol), prepared as in Example 3 above, hydrazine (0.8 g, 2.5 mmol), and ethanol (40 ml) was refluxed for 16 hours. The cooled solution was concentrated to yield an oily residue. The residue was triturated with water and the resultant solid was collected to afford 4.2 g of 1-[4-[3-[4-(6-fluoro-1,2-benzisoxazol-3-yl)-1-piperidinyl]propoxy]-3-methoxyphenyl]ethanone hydrazone a... Reactants: FC1=CC2=C(C(=NO2)C2CCN(CC2)CCCOC2=C(C=C(C=C2)C(C)=O)OC)C=C1 (1-[4-[3-[4-(6-fluoro-1,2-benzisoxazol-3-yl)-1-piperidinyl]propoxy]-3-methoxyphenyl]ethanone), NN (hydrazine). The yield is 381.4%. RXN SMILES: [F:1][C:2]1[CH:31]=[CH:30][C:5]2[C:6]([CH:9]3[CH2:14][CH2:13][N:12]([CH2:15][CH2:16][CH2:17][O:18][C:19]4[CH:24]=[CH:23][C:22]([C:25](=O)[CH3:26])=[CH:21][C:20]=4[O:28][CH3:29])[CH2:11][CH2:10]3)=[N:7][O:8][C:4]=2[CH:3]=1.[NH2:32][NH2:33]>C(O)C>[F:1][C:2]1[CH:31]=[CH:30][C:5]2[C:6]([CH:9]3[CH2:14][CH2:13][N:12]([CH2:15][CH2:16][CH2:17][O:18][C:19]4[CH:24]=[CH:23][C:22]([C:25](=[N:32][NH2:33])[CH3:26])=[CH:21][C:20]=4[O:28][CH3:29])[CH2:11][CH2:10]3)=[N:7][O:8][C:4]=2[CH:3]=1. The product is FC1=CC2=C(C(=NO2)C2CCN(CC2)CCCOC2=C(C=C(C=C2)C(C)=NN)OC)C=C1 (1-[4-[3-[4-(6-fluoro-1,2-benzisoxazol-3-yl)-1-piperidinyl]propoxy]-3-methoxyphenyl]ethanone hydrazone). Reactants: Br, CCOCC, COc1ccc(CO)cc1. Yields the product COc1ccc(CBr)cc1. Reaction SMILES: [BrH:11].[CH3:12][CH2:13][O:14][CH2:15][CH3:16].[CH3:1][O:2][c:3]1[cH:4][cH:5][c:6]([CH2:7][OH:8])[cH:9][cH:10]1>>[CH3:1][O:2][c:3]1[cH:4][cH:5][c:6]([CH2:7][Br:11])[cH:9][cH:10]1. The reactants are O=C([O-])[O-], COCCOC, Cc1nc(C#Cc2ccc(Cl)nc2)cs1, OB(O)c1ccccc1F, [K+], [K+], O, Cl[Pd]Cl, c1ccc(P(c2ccccc2)c2ccccc2)cc1, c1ccc(P(c2ccccc2)c2ccccc2)cc1. RXN SMILES: [C:26](=[O:27])([O-:28])[O-:29].[CH3:73][O:74][CH2:75][CH2:76][O:77][CH3:78].[Cl:1][c:2]1[n:3][cH:4][c:5]([C:8]#[C:9][c:10]2[n:11][c:12]([CH3:15])[s:13][cH:14]2)[cH:6][cH:7]1.[F:16][c:17]1[c:18]([B:23]([OH:24])[OH:25])[cH:19][cH:20][cH:21][cH:22]1.[K+:30].[K+:31].[OH2:79].[Pd:32]([Cl:33])[Cl:34].[c:35]1([P:36]([c:37]2[cH:38][cH:39][cH:40][cH:41][cH:42]2)[c:43]2[cH:44][cH:45][cH:46][cH:47][cH:48]2)[cH:49][cH:50][cH:51][cH:52][cH:53]1.[c:54]1([P:55]([c:56]2[cH:57][cH:58][cH:59][cH:60][cH:61]2)[c:62]2[cH:63][cH:64][cH:65][cH:66][cH:67]2)[cH:68][cH:69][cH:70][cH:71][cH:72]1>>[c:2]1(-[c:18]2[c:17]([F:16])[cH:22][cH:21][cH:20][cH:19]2)[n:3][cH:4][c:5]([C:8]#[C:9][c:10]2[n:11][c:12]([CH3:15])[s:13][cH:14]2)[cH:6][cH:7]1. The product is Cc1nc(C#Cc2ccc(-c3ccccc3F)nc2)cs1. Starting materials: B(OC(C)C)(OC(C)C)OC(C)C (triisopropyl borate), Cl (hydrochloric acid), C(CCC)[Li] (n-butyllithium), 9.80, BrC=1C=C2C=CC(=CC2=CC1)C=1C2=CC=CC=C2C=2C=CC=CC2C1 (6-bromo-2-(9-phenanthrenyl)naphthalene). Run in CCCCCC (hexane), CCCCCC (hexane), C(C)OCC (diethyl ether), C1(=CC=CC=C1)C (toluene). Run at temperature -10 celsius. Product: C1=CC=CC=2C3=CC=CC=C3C(=CC12)C1=CC2=CC=C(C=C2C=C1)B(O)O (2-(9-phenanthrenyl)naphthalene-6-boronic acid). Isolated yield 58.0%. As a reaction SMILES: Br[C:2]1[CH:3]=[C:4]2[C:9](=[CH:10][CH:11]=1)[CH:8]=[C:7]([C:12]1[C:13]3[C:18]([C:19]4C=CC=C[C:24]=4[CH:25]=1)=[CH:17][CH:16]=[CH:15][CH:14]=3)[CH:6]=[CH:5]2.[CH2:26]([Li])[CH2:27][CH2:28][CH3:29].[B:31](OC(C)C)([O:36]C(C)C)[O:32]C(C)C.Cl>CCCCCC.C(OCC)C.C1(C)C=CC=CC=1>[CH:26]1[C:24]2[CH:25]=[C:12]([C:7]3[CH:6]=[CH:5][C:4]4[C:9](=[CH:10][CH:11]=[C:2]([B:31]([OH:36])[OH:32])[CH:3]=4)[CH:8]=3)[C:13]3[C:14](=[CH:15][CH:16]=[CH:17][CH:18]=3)[C:19]=2[CH:29]=[CH:28][CH:27]=1. Reported procedure: In argon atmosphere, a liquid mixture of 9.80 (25.6 mmol) of 6-bromo-2-(9-phenanthrenyl)naphthalene, 100 ml of dry toluene, and 100 ml of dry diethyl ether was cooled to −10° C. and 19.7 ml (30.7 mmol) of a 1.56 M hexane solution of n-butyllithium was added dropwise under stirring. Further, the reaction mixture was stirred at −10° C. for 4 h. The reaction solution was cooled to −60° C., and 14.4 g (76.7 mmol) of triisopropyl borate was added dropwise. The reaction mixture was heated and stirred ...